Dataset: the Open Reaction Database (ORD), a public repository of structured organic reaction records. Task: describe an organic reaction: reactants, conditions, products, and yield Starting materials: CC(C)Cc1ccc(C(C)C(=O)O)cc1, Cc1ccc(CO)cc1, CN(C)C, [Cl-], C1CCOC1, O. Product: Cc1ccc(COC(=O)C(C)c2ccc(CC(C)C)cc2)cc1. RXN SMILES: [CH2:2]([CH:3]([CH3:4])[CH3:5])[c:6]1[cH:7][cH:8][c:9]([CH:12]([C:13](=[O:14])[OH:15])[CH3:16])[cH:10][cH:11]1.[CH3:17][c:18]1[cH:19][cH:20][c:21]([CH2:22][OH:23])[cH:24][cH:25]1.[CH3:26][N:27]([CH3:28])[CH3:29].[Cl-:1].[O:31]1[CH2:32][CH2:33][CH2:34][CH2:35]1.[OH2:30]>>[CH2:2]([CH:3]([CH3:4])[CH3:5])[c:6]1[cH:7][cH:8][c:9]([CH:12]([C:13]([O:14][CH2:22][c:21]2[cH:20][cH:19][c:18]([CH3:17])[cH:25][cH:24]2)=[O:15])[CH3:16])[cH:10][cH:11]1. Reactants: [Br-], O=C([O-])[O-], CC#N, CNC(=N[N+](=O)[O-])SC, [K+], [K+], NCc1cnc(Br)s1. The product is CNC(=N[N+](=O)[O-])NCc1cnc(Br)s1. Reaction SMILES: [Br-:18].[C:19](=[O:20])([O-:21])[O-:22].[CH3:25][C:26]#[N:27].[CH3:9][NH:10][C:11]([S:12][CH3:13])=[N:14][N+:15](=[O:16])[O-:17].[K+:23].[K+:24].[NH2:1][CH2:2][c:3]1[cH:4][n:5][c:6]([Br:8])[s:7]1>>[NH:1]([CH2:2][c:3]1[cH:4][n:5][c:6]([Br:8])[s:7]1)[C:11]([NH:10][CH3:9])=[N:14][N+:15](=[O:16])[O-:17]. Starting materials: C(CCC)[Li] (butyl lithium), C1(CCCCC1)CC=1CC2=CC=CC=C2C1 (2-(cyclohexylmethyl)indene), [Cl-].CC(C)(C)N[SiH](C)C (N-(1,1-dimethylethyl)dimethylsilanamine chloride). Run in hexanes. Run at time 8 hour. The product is C1(CCCCC1)CC=1C(C2=CC=CC=C2C1)[Si](NC(C)(C)C)(C)C ((2-(cyclohexylmethyl)inden-1-yl)-N-(1,1-dimethylethyl)dimethylsilanamine). Isolated yield 88.8%. As a reaction SMILES: [CH:1]1([CH2:7][C:8]2[CH2:9][C:10]3[C:15]([CH:16]=2)=[CH:14][CH:13]=[CH:12][CH:11]=3)[CH2:6][CH2:5][CH2:4][CH2:3][CH2:2]1.C([Li])CCC.[Cl-].[CH3:23][C:24]([NH:27][SiH:28]([CH3:30])[CH3:29])([CH3:26])[CH3:25]>>[CH:1]1([CH2:7][C:8]2[CH:16]([Si:28]([CH3:30])([CH3:29])[NH:27][C:24]([CH3:26])([CH3:25])[CH3:23])[C:15]3[C:10]([CH:9]=2)=[CH:11][CH:12]=[CH:13][CH:14]=3)[CH2:2][CH2:3][CH2:4][CH2:5][CH2:6]1 |f:2.3|. Procedure: To a mixture of 2-(cyclohexylmethyl)indene (2.0 g, 9.4 mmol) in 40 mL of hexanes were added 6.0 mL of butyl lithium (1.6 M hexane; 9.6 mmol). The mixture was stirred overnight, the mother liquor decanted and the solid dissolved in THF. To this was added N-(1,1-dimethylethyl)dimethylsilanamine chloride (1.64 g, 9.9 mmol) and the solution stirred for 1 hour. The volatiles were removed in vacuo, the residue extracted with hexane, filtered and the volatiles removed in vacuo to give 2.85 g (90 percen... Yields the product Cl.FC1=CC=C(C=C1)C(CCCN1CCC(CC1)C1=NSC2=C1C=CC=C2)C2=CC=C(C=C2)F (3-{1-[4,4-bis-(4-Fluorophenyl)-1-butyl]-4-piperidinyl}-1,2-benzisothiazole hydrochloride). The solvent is CN(C=O)C (dimethylformamide), O (water). Run at time 8 hour. Reactants: N1CCC(CC1)C1=NSC2=C1C=CC=C2 (3-(4-piperidinyl)-1,2-benzisothiazole), ClCCCC(C1=CC=C(C=C1)F)C1=CC=C(C=C1)F (4-chloro-1,1-bis(4-fluorophenyl)butane), C([O-])([O-])=O.[K+].[K+] (potassium carbonate), [I-].[K+] (potassium iodide). Reaction SMILES: [NH:1]1[CH2:6][CH2:5][CH:4]([C:7]2[C:11]3[CH:12]=[CH:13][CH:14]=[CH:15][C:10]=3[S:9][N:8]=2)[CH2:3][CH2:2]1.[Cl:16][CH2:17][CH2:18][CH2:19][CH:20]([C:28]1[CH:33]=[CH:32][C:31]([F:34])=[CH:30][CH:29]=1)[C:21]1[CH:26]=[CH:25][C:24]([F:27])=[CH:23][CH:22]=1.C(=O)([O-])[O-].[K+].[K+].[I-].[K+]>O.CN(C)C=O>[ClH:16].[F:27][C:24]1[CH:23]=[CH:22][C:21]([CH:20]([C:28]2[CH:29]=[CH:30][C:31]([F:34])=[CH:32][CH:33]=2)[CH2:19][CH2:18][CH2:17][N:1]2[CH2:2][CH2:3][CH:4]([C:7]3[C:11]4[CH:12]=[CH:13][CH:14]=[CH:15][C:10]=4[S:9][N:8]=3)[CH2:5][CH2:6]2)=[CH:26][CH:25]=1 |f:2.3.4,5.6,9.10|. Yield: 17.5%. Procedure: A mixture of 5.0 g of 3-(4-piperidinyl)-1,2-benzisothiazole, 7.70 g of 4-chloro-1,1-bis(4-fluorophenyl)butane, 7.0 g of potassium carbonate, 0.25 g of potassium iodide and 120 ml of dimethylformamide was stirred at 90° for 8.0 hrs and overnight at ambient temperature. The reaction mixture was poured into water, extracted with ethyl acetate, washed with water, dried over anhydrous magnesium sulfate and the solvent was removed in vacuo to yield an oil. The product was purified by high-pressure liq...